describe an organic reaction: reactants, conditions, products, and yield From a dataset of the Open Reaction Database (ORD), a public repository of structured organic reaction records. The reactants are C[Mg]I (methylmagnesium iodide), C(C)(C)(C)OC(=O)N1CC(CC1)C=O (3-formyl-pyrrolidine-1-carboxylic acid tert-butyl ester). The solvent is O1CCCC1 (tetrahydrofuran), O1CCCC1 (tetrahydrofuran). Reaction conditions: time 1 hour. Yields the product C(C)(C)(C)OC(=O)N1CC(CC1)C(C)O (3-(1-hydroxy-ethyl)-pyrrolidine-1-carboxylic acid tert-butyl ester). RXN SMILES: [CH3:1][Mg]I.[C:4]([O:8][C:9]([N:11]1[CH2:15][CH2:14][CH:13]([CH:16]=[O:17])[CH2:12]1)=[O:10])([CH3:7])([CH3:6])[CH3:5]>O1CCCC1>[C:4]([O:8][C:9]([N:11]1[CH2:15][CH2:14][CH:13]([CH:16]([OH:17])[CH3:1])[CH2:12]1)=[O:10])([CH3:7])([CH3:6])[CH3:5]. Reported procedure: A solution of methylmagnesium iodide (3.0 M in Et2O, 10 mL, 30 mmol) was added, under nitrogen atmosphere, to a solution of 3-formyl-pyrrolidine-1-carboxylic acid tert-butyl ester (2 g, 10.0 mmol) in tetrahydrofuran (15 mL) at 0° C. and the resulting mixture was stirred at room temperature for 1 hour. A second aliquot of tetrahydrofuran (55 mL) was then added. The reaction mixture was quenched by addition of a saturated aqueous solution of ammonium chloride until dissolution of the solids. The v... The reactants are CCOC(=O)CBr, [H-], [Na+], C1CCOC1, CN(C)C=O, O=Cc1ccc(O)c([N+](=O)[O-])c1. Product: CCOC(=O)COc1ccc(C=O)cc1[N+](=O)[O-]. As a reaction SMILES: [Br:15][CH2:16][C:17](=[O:18])[O:19][CH2:20][CH3:21].[H-:14].[Na+:13].[O:22]1[CH2:23][CH2:24][CH2:25][CH2:26]1.[O:27]=[CH:28][N:29]([CH3:30])[CH3:31].[OH:1][c:2]1[c:3]([N+:10](=[O:11])[O-:12])[cH:4][c:5]([CH:6]=[O:7])[cH:8][cH:9]1>>[O:1]([c:2]1[c:3]([N+:10](=[O:11])[O-:12])[cH:4][c:5]([CH:6]=[O:7])[cH:8][cH:9]1)[CH2:16][C:17](=[O:18])[O:19][CH2:20][CH3:21]. Starting materials: COP(=O)(OC)OC, [Cl-], Clc1nc(Cl)c(Cl)c(Cl)c1Cl, Cl, [NH4+], O, [Zn]. Yields the product Clc1cc(Cl)c(Cl)nc1Cl. Reaction SMILES: [CH3:15][O:16][P:17]([O:18][CH3:19])([O:20][CH3:21])=[O:22].[Cl-:12].[Cl:1][c:2]1[c:3]([Cl:11])[c:4]([Cl:10])[c:5]([Cl:9])[c:6]([Cl:8])[n:7]1.[ClH:14].[NH4+:13].[OH2:23].[Zn:24]>>[Cl:1][c:2]1[c:3]([Cl:11])[cH:4][c:5]([Cl:9])[c:6]([Cl:8])[n:7]1. The reactants are [N+](=[N-])=CC(=O)OCC (ethyl diazoacetate), ClC1=CC=C(OC=C(C)C)C=C1 (3-(4-chlorophenoxy)-2-methyl-2-propene). Reagents/catalysts: [Cu] (copper). Solvent: CCOCC (ether). The product is ClC1=CC=C(OC2C(C2C(=O)OCC)(C)C)C=C1 (ethyl 3-(4-chlorophenoxy)-2,2-dimethylcyclopropanecarboxylate). As a reaction SMILES: [Cl:1][C:2]1[CH:12]=[CH:11][C:5]([O:6][CH:7]=[C:8]([CH3:10])[CH3:9])=[CH:4][CH:3]=1.[N+](=[CH:15][C:16]([O:18][CH2:19][CH3:20])=[O:17])=[N-]>CCOCC.[Cu]>[Cl:1][C:2]1[CH:12]=[CH:11][C:5]([O:6][CH:7]2[CH:15]([C:16]([O:18][CH2:19][CH3:20])=[O:17])[C:8]2([CH3:9])[CH3:10])=[CH:4][CH:3]=1. Reported procedure: A mixture of 3-(4-chlorophenoxy)-2-methyl-2-propene (4.5 g, 0.032 mol) and 0.158 g of copper powder is heated at 110° for 30 min; then 2.78 g ethyl diazoacetate (0.025 mol) is added dropwise, keeping the temperature at 110°. After the addition is complete (approximately 30 min), the mixture is stirred at 110° until nitrogen evolution is complete. The mixture is cooled, diluted with ether, filtered and concentrated. Distillation of the residue yields ethyl 3-(4-chlorophenoxy)-2,2-dimethylcyclopro...